Task: describe an organic reaction: reactants, conditions, products, and yield. Dataset: the Open Reaction Database (ORD), a public repository of structured organic reaction records Reactants: O.N[C@@H](CCCCN)C(=O)O (lysine monohydrate), O.OC1=NC=2C=CC=C(C2C=C1)S(=O)(=O)O (hydroxyquinoline-5-sulfonic acid monohydrate), C(CC(O)(C(=O)O)CC(=O)O)(=O)O (citric acid), 8. Solvent: O (water). The product is OC1=NC=2C=CC=C(C2C=C1)S(=O)(=O)O (Hydroxyquinoline-5-sulfonic Acid). RXN SMILES: O.N[C@H](C(O)=O)CCCCN.C(O)(=O)CC(CC(O)=O)(C(O)=O)O.O.[OH:26][C:27]1[CH:36]=[CH:35][C:34]2[C:33]([S:37]([OH:40])(=[O:39])=[O:38])=[CH:32][CH:31]=[CH:30][C:29]=2[N:28]=1>O>[OH:26][C:27]1[CH:36]=[CH:35][C:34]2[C:33]([S:37]([OH:40])(=[O:38])=[O:39])=[CH:32][CH:31]=[CH:30][C:29]=2[N:28]=1 |f:0.1,3.4|. Procedure details: Intense yellow/green fluorescence is observed from gels and solids made combining 10 gm lysine monohydrate dissolved in 28 gm water, 4.96 gm ZnO, 12.6 citric acid and 0.1 gm 8 hydroxyquinoline-5-sulfonic acid monohydrate. No phosphorescence is observed. Starting materials: C(CCCCCCC)NC1=NC=C(C(=N1)O)C(=O)OCC (2-n-Octylamino-5-ethoxycarbonyl-4-hydroxypyrimidine), O (water), [OH-].[Na+] (NaOH). The solvent is C(C)O (ethanol). Product: C(CCCCCCC)NC1=NC=C(C(=N1)O)C(=O)O (2-n-Octylamino-4-hydroxypyrimidine-5-carboxylic acid). Reaction SMILES: [CH2:1]([NH:9][C:10]1[N:15]=[C:14]([OH:16])[C:13]([C:17]([O:19]CC)=[O:18])=[CH:12][N:11]=1)[CH2:2][CH2:3][CH2:4][CH2:5][CH2:6][CH2:7][CH3:8].O.[OH-].[Na+]>C(O)C>[CH2:1]([NH:9][C:10]1[N:15]=[C:14]([OH:16])[C:13]([C:17]([OH:19])=[O:18])=[CH:12][N:11]=1)[CH2:2][CH2:3][CH2:4][CH2:5][CH2:6][CH2:7][CH3:8] |f:2.3|. Procedure: 2-n-Octylamino-5-ethoxycarbonyl-4-hydroxypyrimidine (400 mg, 1.4 mmol) was hydrolysed in boiling water (10 ml): ethanol (3 ml) with NaOH (5 mmol, 200 mg).